Dataset: the Open Reaction Database (ORD), a public repository of structured organic reaction records. Task: describe an organic reaction: reactants, conditions, products, and yield The reactants are O.O[C@@]1(C2=CC=CC=C2C=2C(=CC(=CC12)OCCC(C)(C)O)C=1C=NN(C1)C(C(=O)N)(C)C)C(F)(F)F (2-{4-[(9R)-9-hydroxy-2-(3-hydroxy-3-methylbutyloxy)-9-(trifluoromethyl)-9H-fluoren-4-yl]-1H-pyrazol-1-yl}-2-methylpropanamide monohydrate), O.O[C@@]1(C2=CC=CC=C2C=2C(=CC(=CC12)OCCC(C)(C)O)C=1C=NN(C1)C(C(=O)N)(C)C)C(F)(F)F (2-{4-[(9R)-9-hydroxy-2-(3-hydroxy-3-methylbutyloxy)-9-(trifluoromethyl)-9H-fluoren-4-yl]-1H-pyrazol-1-yl}-2-methylpropanamide monohydrate), C1(=CC=CC=C1)C (toluene). The solvent is O (water). Run at temperature 70 celsius, time 1.5 hour. Product: O[C@@]1(C2=CC=CC=C2C=2C(=CC(=CC12)OCCC(C)(C)O)C=1C=NN(C1)C(C(=O)N)(C)C)C(F)(F)F (2-{4-[(9R)-9-Hydroxy-2-(3-hydroxy-3-methylbutyloxy)-9-(trifluoromethyl)-9H-fluoren-4-yl]-1H-pyrazol-1-yl}-2-methylpropanamide). The yield is 98.4%. RXN SMILES: O.[OH:2][C@@:3]1([C:34]([F:37])([F:36])[F:35])[C:15]2[CH:14]=[C:13]([O:16][CH2:17][CH2:18][C:19]([OH:22])([CH3:21])[CH3:20])[CH:12]=[C:11]([C:23]3[CH:24]=[N:25][N:26]([C:28]([CH3:33])([CH3:32])[C:29]([NH2:31])=[O:30])[CH:27]=3)[C:10]=2[C:9]2[C:4]1=[CH:5][CH:6]=[CH:7][CH:8]=2.C1(C)C=CC=CC=1>O>[OH:2][C@@:3]1([C:34]([F:36])([F:37])[F:35])[C:15]2[CH:14]=[C:13]([O:16][CH2:17][CH2:18][C:19]([OH:22])([CH3:20])[CH3:21])[CH:12]=[C:11]([C:23]3[CH:24]=[N:25][N:26]([C:28]([CH3:32])([CH3:33])[C:29]([NH2:31])=[O:30])[CH:27]=3)[C:10]=2[C:9]2[C:4]1=[CH:5][CH:6]=[CH:7][CH:8]=2 |f:0.1|. Reported procedure: To 2-{4-[(9R)-9-hydroxy-2-(3-hydroxy-3-methylbutyloxy)-9-(trifluoromethyl)-9H-fluoren-4-yl]-1H-pyrazol-1-yl}-2-methylpropanamide monohydrate (compound (2h)) (22.63 g) obtained in the previous step was added toluene (340 ml). The reaction mixture was stirred at an oil bath temperature of 130° C. for 2 hr under a nitrogen atmosphere with removing water by a Dean-Stark apparatus. The reaction mixture was further stirred at an oil bath temperature of 70° C. for 1.5 hr, allowed to cool to room temper...